Dataset: the Open Reaction Database (ORD), a public repository of structured organic reaction records. Task: describe an organic reaction: reactants, conditions, products, and yield The reactants are CC(C)(C)OC(=O)NC(C(=O)O)C(c1ccccc1)c1ccccc1, COC(=O)CNCc1ccccc1OC, CCN=C=NCCCN(C)C, CCN(C(C)C)C(C)C, ClCCl, Cl, Cl, On1nnc2ccccc21. Product: COC(=O)CN(Cc1ccccc1OC)C(=O)C(NC(=O)OC(C)(C)C)C(c1ccccc1)c1ccccc1. Reaction SMILES: [C:29]([CH3:30])([CH3:31])([CH3:32])[O:33][C:34](=[O:35])[NH:36][CH:37]([CH:38]([c:39]1[cH:40][cH:41][cH:42][cH:43][cH:44]1)[c:45]1[cH:46][cH:47][cH:48][cH:49][cH:50]1)[C:51](=[O:52])[OH:53].[CH3:14][O:15][C:16]([CH2:17][NH:18][CH2:19][c:20]1[c:21]([O:26][CH3:27])[cH:22][cH:23][cH:24][cH:25]1)=[O:28].[CH3:2][N:3]([CH3:4])[CH2:5][CH2:6][CH2:7][N:8]=[C:9]=[N:10][CH2:11][CH3:12].[CH:64]([N:65]([CH2:66][CH3:67])[CH:68]([CH3:69])[CH3:70])([CH3:71])[CH3:72].[Cl:73][CH2:74][Cl:75].[ClH:13].[ClH:1].[OH:54][n:55]1[c:56]2[cH:57][cH:58][cH:59][cH:60][c:61]2[n:62][n:63]1>>[CH3:14][O:15][C:16]([CH2:17][N:18]([CH2:19][c:20]1[c:21]([O:26][CH3:27])[cH:22][cH:23][cH:24][cH:25]1)[C:51]([CH:37]([NH:36][C:34]([O:33][C:29]([CH3:30])([CH3:31])[CH3:32])=[O:35])[CH:38]([c:39]1[cH:40][cH:41][cH:42][cH:43][cH:44]1)[c:45]1[cH:46][cH:47][cH:48][cH:49][cH:50]1)=[O:52])=[O:28]. Procedure: Using 7-ethoxy-3,7-dimethyloctan-1-al as the starting material in the process of either Example 9, 10 or 11, there is prepared 10-ethoxy-6,10-dimethylundec-3-en-2-one. Reaction SMILES: [CH2:1]([O:3][C:4]([CH3:14])([CH3:13])[CH2:5][CH2:6][CH2:7][CH:8]([CH3:12])[CH2:9]C=O)[CH3:2].C([O:17]C(C)(C)CCCC(C)CC=CC(=O)C)C>>[CH2:1]([O:3][C:4]([CH3:14])([CH3:13])[CH2:5][CH2:6][CH2:7][CH:8]([CH3:12])[CH:9]=[O:17])[CH3:2]. Yields the product C(C)OC(CCCC(C=O)C)(C)C (6-ethoxy-2,6-dimethylheptan-1-al). The reactants are C(C)OC(CCCC(CC=O)C)(C)C (7-ethoxy-3,7-dimethyloctan-1-al), C(C)OC(CCCC(CC=CC(C)=O)C)(C)C (10-ethoxy-6,10-dimethylundec-3-en-2-one). The reactants are C1(=CC=CC=C1)P(C1=CC=CC=C1)C1=CC=CC=C1 (Triphenylphosphine), N(=NC(=O)OCC)C(=O)OCC (diethyl azodicarboxylate), OC[C@H](C(C)C)NC(=O)NC=1C=NC(=CC1)C(F)(F)F (1-[(2S)-1-hydroxy-3-methylbutan-2-yl]-3-[6-(trifluoromethyl)pyridin-3-yl]urea). Solvent: C1CCOC1 (THF). Reaction conditions: time 1 hour. Product: CC(C)[C@@H]1NC(N(C1)C=1C=NC(=CC1)C(F)(F)F)=O ((4S)-4-(Propan-2-yl)-1-[6-(trifluoromethyl)pyridin-3-yl]imidazolidin-2-one). Isolated yield 83.3%. Reaction SMILES: C1(P(C2C=CC=CC=2)C2C=CC=CC=2)C=CC=CC=1.N(C(OCC)=O)=NC(OCC)=O.O[CH2:33][C@@H:34]([NH:38][C:39]([NH:41][C:42]1[CH:43]=[N:44][C:45]([C:48]([F:51])([F:50])[F:49])=[CH:46][CH:47]=1)=[O:40])[CH:35]([CH3:37])[CH3:36]>C1COCC1>[CH3:36][CH:35]([C@H:34]1[CH2:33][N:41]([C:42]2[CH:43]=[N:44][C:45]([C:48]([F:51])([F:50])[F:49])=[CH:46][CH:47]=2)[C:39](=[O:40])[NH:38]1)[CH3:37]. Reported procedure: Triphenylphosphine (770 mg) and diethyl azodicarboxylate (2.2 M solution in toluene, 1.3 mL) were added to a solution of 1-[(2S)-1-hydroxy-3-methylbutan-2-yl]-3-[6-(trifluoromethyl)pyridin-3-yl]urea (640 mg) in THF (10 mL), and the mixture was stirred at room temperature for 1 hr. The reaction mixture was concentrated under reduced pressure, the residue was purified by column chromatography (silica gel cartridge and NH silica gel cartridge, hexane/ethyl acetate), and the resulting solid was wash... The yield is 50.0%. Product: C(C)(C)(C)C=1C=C(N(N1)C1=CC=C(C=C1)C)NC(=O)NC1=CC=C(C2=CC=CC=C12)OCCN1CCOCC1 (1-(5-tert-Butyl-2-p-tolyl-2H-pyrazol-3-yl)-3-[4-(2-morpholin-4-yl-ethoxy)-naphthalen-1-yl]-urea), solid. Solvent: C(Cl)Cl (methylene chloride). Procedure details: The title compound was prepared as described in the final step of Example 1 from 1-(5-tert-butyl-2H-pyrazol-3-yl)-3-[4-(2-morpholin-4-yl-ethoxy)-naphthalen-1-yl]-urea (0.022 g, 0.050 mmol), and p-tolylboronic acid (0.014 g, 0.1 mmol), using copper (II) acetate (0.014 g, 0.075 mmol), pyridine (0.01 mL, 0.1 mmol), molecular sieves (4 Å activated, 0.030 g) and methylene chloride (2 mL). The title compound was obtained as a yellow-white solid (0.013 g, 50%), mp 144-146° C.; 1H NMR (DMSO) δ 1.26(s, 9... The reagents and catalysts are C(C)(=O)[O-].[Cu+2].C(C)(=O)[O-] (copper (II) acetate). As a reaction SMILES: [C:1]([C:5]1[CH:6]=[C:7]([NH:10][C:11]([NH:13][C:14]2[C:23]3[C:18](=[CH:19][CH:20]=[CH:21][CH:22]=3)[C:17]([O:24][CH2:25][CH2:26][N:27]3[CH2:32][CH2:31][O:30][CH2:29][CH2:28]3)=[CH:16][CH:15]=2)=[O:12])[NH:8][N:9]=1)([CH3:4])([CH3:3])[CH3:2].B(O)(O)[C:34]1[CH:35]=[CH:36][C:37]([CH3:40])=[CH:38][CH:39]=1.N1C=CC=CC=1>C([O-])(=O)C.[Cu+2].C([O-])(=O)C.C(Cl)Cl>[C:1]([C:5]1[CH:6]=[C:7]([NH:10][C:11]([NH:13][C:14]2[C:23]3[C:18](=[CH:19][CH:20]=[CH:21][CH:22]=3)[C:17]([O:24][CH2:25][CH2:26][N:27]3[CH2:32][CH2:31][O:30][CH2:29][CH2:28]3)=[CH:16][CH:15]=2)=[O:12])[N:8]([C:34]2[CH:39]=[CH:38][C:37]([CH3:40])=[CH:36][CH:35]=2)[N:9]=1)([CH3:4])([CH3:2])[CH3:3] |f:3.4.5|. The reactants are N1=CC=CC=C1 (pyridine), C(C)(C)(C)C=1C=C(NN1)NC(=O)NC1=CC=C(C2=CC=CC=C12)OCCN1CCOCC1 (1-(5-tert-butyl-2H-pyrazol-3-yl)-3-[4-(2-morpholin-4-yl-ethoxy)-naphthalen-1-yl]-urea), B(C=1C=CC(=CC1)C)(O)O (p-tolylboronic acid). Reactants: FC=1C=C(C=C(C1CN1CCOCC1)F)N1C=CC2=C1N=C(N=C2)NC2=CC(=CC=C2)[C@@H]2NCCOC2 ([7-(3,5-Difluoro-4-morpholin-4-ylmethyl-phenyl)-7H-pyrrolo[2,3-d]pyrimidin-2-yl]-((S)-3-morpholin-3-yl-phenyl)-amine), C(C)=O (acetaldehyde), CO (methanol). Run in C(#N)[BH3-].[Na+] (sodium cyanoborohydride). Product: FC=1C=C(C=C(C1CN1CCOCC1)F)N1C=CC2=C1N=C(N=C2)NC2=CC=C(C=C2)[C@@H]2N(CCOC2)CC ([7-(3,5-Difluoro-4-morpholin-4-ylmethyl-phenyl)-7H-pyrrolo[2,3-d]pyrimidin-2-yl]-[4-((S)-4-ethyl-morpholin-3-yl)-phenyl]-amine). As a reaction SMILES: [F:1][C:2]1[CH:3]=[C:4]([N:16]2[C:20]3[N:21]=[C:22]([NH:25][C:26]4[CH:31]=[CH:30][CH:29]=[C:28]([C@H]5COCCN5)[CH:27]=4)[N:23]=[CH:24][C:19]=3[CH:18]=[CH:17]2)[CH:5]=[C:6]([F:15])[C:7]=1[CH2:8][N:9]1[CH2:14]CO[CH2:11][CH2:10]1.[CH:38](=[O:40])[CH3:39].[CH3:41][OH:42]>C([BH3-])#N.[Na+]>[F:1][C:2]1[CH:3]=[C:4]([N:16]2[C:20]3[N:21]=[C:22]([NH:25][C:26]4[CH:27]=[CH:28][C:29]([C@H:8]5[CH2:7][O:40][CH2:38][CH2:39][N:9]5[CH2:10][CH3:11])=[CH:30][CH:31]=4)[N:23]=[CH:24][C:19]=3[CH:18]=[CH:17]2)[CH:5]=[C:6]([F:15])[C:7]=1[CH2:8][N:9]1[CH2:10][CH2:11][O:42][CH2:41][CH2:14]1 |f:3.4|. Reported procedure: The compound is obtained by treating [7-(3,5-difluoro-4-morpholin-4-ylmethyl-phenyl)-7H-pyrrolo[2,3-d]pyrimidin-2-yl]-((S)-3-morpholin-3-yl-phenyl)-amine (Example 507) with acetaldehyde in methanol and sodium cyanoborohydride at rt to 60° C. HPLC: tR=0.63 min (Method G); MS-ES: (M+H)+=535 The reactants are CCOC(=O)Cc1c(C)nc(C)[nH]c1=O, CN(C)c1ccccc1, O=P(Cl)(Cl)Cl. Product: CCOC(=O)Cc1c(C)nc(C)nc1Cl. As a reaction SMILES: [CH3:1][c:2]1[n:3][c:4]([CH3:15])[c:5]([CH2:9][C:10](=[O:11])[O:12][CH2:13][CH3:14])[c:6](=[O:8])[nH:7]1.[CH3:21][N:22]([c:23]1[cH:24][cH:25][cH:26][cH:27][cH:28]1)[CH3:29].[P:16]([Cl:17])([Cl:18])([Cl:19])=[O:20]>>[CH3:1][c:2]1[n:3][c:4]([CH3:15])[c:5]([CH2:9][C:10](=[O:11])[O:12][CH2:13][CH3:14])[c:6]([Cl:18])[n:7]1. The reactants are C(CCC)[Li] (n-butyllithium), solution, [I-].CC(C)[P+](C1=CC=CC=C1)(C1=CC=CC=C1)C1=CC=CC=C1 (prop-2-yl triphenyl phosphonium iodide), resultant mixture, CC(C)(C)C1=NC=C(C=N1)/C=C/C(=O)OCC (ethyl trans 3-[2-(2-methylprop-2-yl)pyrimidin-5-yl]propenoate). Run in CCCCCC (hexane), O1CCCC1 (tetrahydrofuran), O1CCCC1 (tetrahydrofuran). Reaction conditions: time 30 minute. Yields the product CC1([C@H]([C@@H]1C=1C=NC(=NC1)C(C)(C)C)C(=O)OCC)C (ethyl trans-2,2-dimethyl-3-[2-(2-methylprop-2-yl)pyrimidin-5-yl]cyclopropane carboxylate). As a reaction SMILES: [CH2:1]([Li])[CH2:2][CH2:3]C.[I-].CC([P+](C1C=CC=CC=1)(C1C=CC=CC=1)C1C=CC=CC=1)C.[CH3:29][C:30]([C:33]1[N:38]=[CH:37][C:36](/[CH:39]=[CH:40]/[C:41]([O:43][CH2:44][CH3:45])=[O:42])=[CH:35][N:34]=1)([CH3:32])[CH3:31]>CCCCCC.O1CCCC1>[CH3:1][C:2]1([CH3:3])[C@@H:39]([C:36]2[CH:35]=[N:34][C:33]([C:30]([CH3:29])([CH3:31])[CH3:32])=[N:38][CH:37]=2)[C@@H:40]1[C:41]([O:43][CH2:44][CH3:45])=[O:42] |f:1.2|. Reported procedure: A solution of n-butyllithium (10.6 cm3 of a 1.55M solution in hexane) was added slowly to a stirred solution of prop-2-yl triphenyl phosphonium iodide (7.1 g) in dry tetrahydrofuran (20 cm3) at the ambient temperature under a nitrogen atmosphere and the resultant mixture stirred for a further 15 minutes after which a solution of ethyl trans 3-[2-(2-methylprop-2-yl)pyrimidin-5-yl]propenoate (3.2 g) in dry tetrahydrofuran (25 cm3) was added dropwise at -5° C. After stirring for a further period of...